describe an organic reaction: reactants, conditions, products, and yield From a dataset of the Open Reaction Database (ORD), a public repository of structured organic reaction records. Starting materials: C(#N)CCCOC1=CC=C(C=C1)CC(=O)O ([4-(3-Cyano-propoxy)-phenyl]-acetic acid), ClC1=C(C=C(O)C=C1)O (4-chlororesorcinol), B(F)(F)F.CCOCC (boron trifloride etherate). Reaction SMILES: [C:1]([CH2:3][CH2:4][CH2:5][O:6][C:7]1[CH:12]=[CH:11][C:10]([CH2:13][C:14]([OH:16])=O)=[CH:9][CH:8]=1)#[N:2].[Cl:17][C:18]1[CH:24]=[CH:23][C:21]([OH:22])=[CH:20][C:19]=1[OH:25].B(F)(F)F.CCOCC>>[Cl:17][C:18]1[C:19]([OH:25])=[CH:20][C:21]([OH:22])=[C:23]([C:14](=[O:16])[CH2:13][C:10]2[CH:9]=[CH:8][C:7]([O:6][CH2:5][CH2:4][CH2:3][C:1]#[N:2])=[CH:12][CH:11]=2)[CH:24]=1 |f:2.3|. Isolated yield 78.6%. Product: ClC=1C(=CC(=C(C1)C(CC1=CC=C(OCCCC#N)C=C1)=O)O)O (4-{4-[2-(5-Chloro-2,4-dihydroxy-phenyl)-2-oxo-ethyl]-phenoxy}butyronitrile). Conditions: time 2 hour. Procedure: This compounds was synthesised in the same manner as described above. [4-(3-Cyano-propoxy)-phenyl]-acetic acid (0.5 g, 2.28 mmol), 4-chlororesorcinol (0.33 g, 2.28 mmol), boron trifloride etherate (5 ml). After standing for two hours a precipitate formed which was filtered, washed (water), and dried to give 4-{4-[2-(5-Chloro-2,4-dihydroxy-phenyl)-2-oxo-ethyl]-phenoxy}butyronitrile as a white solid (0.62 g, 78.7%); Rf 0.6 hexane/ethyl acetate (20/80). Reaction conditions: temperature 0 celsius, time 4 hour. The solvent is CN(C=O)C (N,N-dimethylformamide). Reported procedure: To 4 ml of N,N-dimethylformamide, 0.334 g of 5-chloro-3-methylthio-1,2,4-thiadiazole and 228 mg of 2-thiophenemethanol were dissolved, and added 0.084 g of sodium hydride (60% in oil) at about 0° C., followed by stirring at about 0° C. for 0.5 hours and at room temperature for 4 hours. Then, the reaction mixture was added to saturated sodium chloride aqueous solution, and extracted with tert-butylmethylether. The organic layer was concentrated, and the residue obtaind was subjected to silica gel... The reactants are ClC1=NC(=NS1)SC (5-chloro-3-methylthio-1,2,4-thiadiazole), S1C(=CC=C1)CO (2-thiophenemethanol), [Cl-].[Na+] (sodium chloride), [H-].[Na+] (sodium hydride). Yields the product S1C(=CC=C1)COC1=NC(=NS1)SC (5-(2-thienyl)methoxy-3-methylthio-1,2,4-thiadiazole). Yield: 13.5%. As a reaction SMILES: Cl[C:2]1[S:6][N:5]=[C:4]([S:7][CH3:8])[N:3]=1.[S:9]1[CH:13]=[CH:12][CH:11]=[C:10]1[CH2:14][OH:15].[H-].[Na+].[Cl-].[Na+]>CN(C)C=O>[S:9]1[CH:13]=[CH:12][CH:11]=[C:10]1[CH2:14][O:15][C:2]1[S:6][N:5]=[C:4]([S:7][CH3:8])[N:3]=1 |f:2.3,4.5|. Starting materials: c1ccc(CC2CCNCC2)cc1, CCOCC, O=C(CCl)Nc1ccc2[nH]ncc2c1. Yields the product O=C(CN1CCC(Cc2ccccc2)CC1)Nc1ccc2[nH]ncc2c1. As a reaction SMILES: [CH2:15]([c:16]1[cH:17][cH:18][cH:19][cH:20][cH:21]1)[CH:22]1[CH2:23][CH2:24][NH:25][CH2:26][CH2:27]1.[CH2:28]([O:29][CH2:30][CH3:31])[CH3:32].[Cl:1][CH2:2][C:3](=[O:4])[NH:5][c:6]1[cH:7][c:8]2[cH:9][n:10][nH:11][c:12]2[cH:13][cH:14]1>>[CH2:2]([C:3](=[O:4])[NH:5][c:6]1[cH:7][c:8]2[cH:9][n:10][nH:11][c:12]2[cH:13][cH:14]1)[N:25]1[CH2:24][CH2:23][CH:22]([CH2:15][c:16]2[cH:17][cH:18][cH:19][cH:20][cH:21]2)[CH2:27][CH2:26]1. The reactants are CC=1N=C(SC1[C@@H](C)O)C1=CC=C(C=C1)C(F)(F)F ((R)-1-[4-methyl-2-(4-trifluoromethyl-phenyl)-thiazol-5-yl]-ethanol), S(=O)(Cl)Cl (thionyl chloride). Run in ClCCl (dichloromethane). Run at time 30 minute. The product is ClC(C)C1=C(N=C(S1)C1=CC=C(C=C1)C(F)(F)F)C ([rac]-5-(1-Chloro-ethyl)-4-methyl-2-(4-trifluoromethyl-phenyl)-thiazole). Reaction SMILES: [CH3:1][C:2]1[N:3]=[C:4]([C:10]2[CH:15]=[CH:14][C:13]([C:16]([F:19])([F:18])[F:17])=[CH:12][CH:11]=2)[S:5][C:6]=1[C@H:7](O)[CH3:8].S(Cl)([Cl:22])=O>ClCCl>[Cl:22][CH:7]([C:6]1[S:5][C:4]([C:10]2[CH:15]=[CH:14][C:13]([C:16]([F:19])([F:18])[F:17])=[CH:12][CH:11]=2)=[N:3][C:2]=1[CH3:1])[CH3:8]. Procedure details: To a solution of [rac]-1-[4-methyl-2-(4-trifluoromethyl-phenyl)-thiazol-5-yl]-ethanol (200 mg, 0.7 mmol; PCT Int. Appl. (2002), WO 02/062774 A1) in dichloromethane (2 ml) was added thionyl chloride (0.1 ml, 1.4 mmol) at −10° C. The cooling bath was removed after 10 min and stirring was continued for 30 min. The solvent was removed under reduced pressure and the residue dried under vacuo to give 220 mg (0.7 mmol, quant.) of the title compound as yellow solid which was used in the next step withou... The reactants are Cc1ccccc1, Clc1ncccc1-c1ccncn1, [K+], [K+], Cc1ccc(NC(=O)c2ccc(Cl)c(Cl)c2)cc1N, O=C([O-])[O-], CC(=O)[O-], CC(=O)[O-], O, [Pd+2]. Yields the product Cc1ccc(NC(=O)c2ccc(Cl)c(Cl)c2)cc1Nc1ncccc1-c1ccncn1. Reaction SMILES: [CH3:39][c:40]1[cH:41][cH:42][cH:43][cH:44][cH:45]1.[Cl:1][c:2]1[n:3][cH:4][cH:5][cH:6][c:7]1-[c:8]1[n:9][cH:10][n:11][cH:12][cH:13]1.[K+:33].[K+:34].[NH2:14][c:15]1[cH:16][c:17]([NH:22][C:23]([c:24]2[cH:25][c:26]([Cl:31])[c:27]([Cl:30])[cH:28][cH:29]2)=[O:32])[cH:18][cH:19][c:20]1[CH3:21].[O-:35][C:36]([O-:37])=[O:38].[O-:48][C:49]([CH3:50])=[O:51].[O-:52][C:53]([CH3:54])=[O:55].[OH2:46].[Pd+2:47]>>[c:2]1([NH:14][c:15]2[cH:16][c:17]([NH:22][C:23]([c:24]3[cH:25][c:26]([Cl:31])[c:27]([Cl:30])[cH:28][cH:29]3)=[O:32])[cH:18][cH:19][c:20]2[CH3:21])[n:3][cH:4][cH:5][cH:6][c:7]1-[c:8]1[n:9][cH:10][n:11][cH:12][cH:13]1. Starting materials: CCN(CC)C(C)C, ClCCl, COC(=O)c1ccc(N)cc1, CS(=O)(=O)Cl. The product is COC(=O)c1ccc(NS(C)(=O)=O)cc1. As a reaction SMILES: [CH2:17]([N:18]([CH2:19][CH3:20])[CH:21]([CH3:22])[CH3:23])[CH3:24].[Cl:25][CH2:26][Cl:27].[NH2:1][c:2]1[cH:3][cH:4][c:5]([C:6](=[O:7])[O:8][CH3:9])[cH:10][cH:11]1.[S:12](=[O:13])(=[O:14])([CH3:15])[Cl:16]>>[NH:1]([c:2]1[cH:3][cH:4][c:5]([C:6](=[O:7])[O:8][CH3:9])[cH:10][cH:11]1)[S:12](=[O:13])(=[O:14])[CH3:15]. Starting materials: COC([C@H](CC1=CC2=C(O[C@@H](CO2)C2=CC=C(C=C2)OCC2=CC(=C(C=C2)Cl)Cl)C=C1)NC(=O)OC(C)(C)C)=O ((S)-2-tert-Butoxycarbonylamino-3-{(R)-2-[4-(3,4-dichloro-benzyloxy)-phenyl]-2,3-dihydro-benzo[1,4]dioxin-6-yl}-propionic acid methyl ester), Cl (HCl). The solvent is C(Cl)Cl (DCM). Reaction conditions: time 2.5 hour. The product is Cl.COC([C@H](CC1=CC2=C(O[C@@H](CO2)C2=CC=C(C=C2)OCC2=CC(=C(C=C2)Cl)Cl)C=C1)N)=O ((S)-2-Amino-3-{(R)-2-[4-(3,4-dichloro-benzyloxy)-phenyl]-2,3-dihydro-benzo[1,4]dioxin-6-yl}-propionic acid methyl ester hydrochloride). Reaction SMILES: [CH3:1][O:2][C:3](=[O:40])[C@@H:4]([NH:32]C(OC(C)(C)C)=O)[CH2:5][C:6]1[CH:31]=[CH:30][C:9]2[O:10][C@H:11]([C:14]3[CH:19]=[CH:18][C:17]([O:20][CH2:21][C:22]4[CH:27]=[CH:26][C:25]([Cl:28])=[C:24]([Cl:29])[CH:23]=4)=[CH:16][CH:15]=3)[CH2:12][O:13][C:8]=2[CH:7]=1.Cl>C(Cl)Cl>[ClH:28].[CH3:1][O:2][C:3](=[O:40])[C@@H:4]([NH2:32])[CH2:5][C:6]1[CH:31]=[CH:30][C:9]2[O:10][C@H:11]([C:14]3[CH:19]=[CH:18][C:17]([O:20][CH2:21][C:22]4[CH:27]=[CH:26][C:25]([Cl:28])=[C:24]([Cl:29])[CH:23]=4)=[CH:16][CH:15]=3)[CH2:12][O:13][C:8]=2[CH:7]=1 |f:3.4|. Procedure: (S)-2-tert-Butoxycarbonylamino-3-{(R)-2-[4-(3,4-dichloro-benzyloxy)-phenyl]-2,3-dihydro-benzo[1,4]dioxin-6-yl}-propionic acid methyl ester (3.0 g) was dissolved in 60 mL DCM. 25 mL of 4N HCl (in dioxane) was added and the mixture stirred at room temperature for 2.5 hours. The mixture was concentrated and DCM added and mixture concentrated again. The resulting solid was dried under vacuum to provide 2.6 g. LCMS: m/z 489.